From a dataset of the Open Reaction Database (ORD), a public repository of structured organic reaction records. describe an organic reaction: reactants, conditions, products, and yield The reactants are CO (methanol), B(Br)(Br)Br (boron tribromide), COC1=CC=C(C(=O)C2=NOC=C2)C=C1 (3-(4-methoxybenzoyl)isoxazole). Solvent: ClCCl (dichloromethane), ClCCl (dichloromethane). Reaction conditions: time 3 day. Yields the product OC1=CC=C(C(=O)C2=NOC=C2)C=C1 (3-(4-hydroxybenzoyl)isoxazole). Reaction SMILES: B(Br)(Br)Br.C[O:6][C:7]1[CH:19]=[CH:18][C:10]([C:11]([C:13]2[CH:17]=[CH:16][O:15][N:14]=2)=[O:12])=[CH:9][CH:8]=1.CO>ClCCl>[OH:6][C:7]1[CH:19]=[CH:18][C:10]([C:11]([C:13]2[CH:17]=[CH:16][O:15][N:14]=2)=[O:12])=[CH:9][CH:8]=1. Procedure details: 9.2 ml of boron tribromide in 40 ml of dichloromethane are slowly added at −70° C. to 13 g of 3-(4-methoxybenzoyl)isoxazole in 200 ml of dichloromethane and stirring is then carried out at room temperature for 3 days. Then, at 0° C., 50 ml of methanol are added dropwise thereto; concentration is carried out and the residue is stirred with 100 ml of 1N hydrochloric acid and 300 ml of ethyl acetate. After concentration of the organic phase and purification over silica gel, 3-(4-hydroxybenzoyl)isox... Starting materials: O (water), C=CC(CC=C)OCCCCCCCCCCOC1=CC=C(C(=O)OC)C=C1 (methyl 4-{10-(1,5-hexadien-3-yloxy)decyloxy}benzoate), [OH-].[K+] (potassium hydroxide), O (water), Cl (hydrochloric acid). Solvent: CO (methanol). Run at time 1 hour. The product is C=CC(CC=C)OCCCCCCCCCCOC1=CC=C(C(=O)O)C=C1 (4-{10-(1,5-hexadien-3-yloxy)decyloxy}benzoic acid). The yield is 90.4%. RXN SMILES: [CH2:1]=[CH:2][CH:3]([O:7][CH2:8][CH2:9][CH2:10][CH2:11][CH2:12][CH2:13][CH2:14][CH2:15][CH2:16][CH2:17][O:18][C:19]1[CH:28]=[CH:27][C:22]([C:23]([O:25]C)=[O:24])=[CH:21][CH:20]=1)[CH2:4][CH:5]=[CH2:6].[OH-].[K+].O.Cl>CO>[CH2:1]=[CH:2][CH:3]([O:7][CH2:8][CH2:9][CH2:10][CH2:11][CH2:12][CH2:13][CH2:14][CH2:15][CH2:16][CH2:17][O:18][C:19]1[CH:20]=[CH:21][C:22]([C:23]([OH:25])=[O:24])=[CH:27][CH:28]=1)[CH2:4][CH:5]=[CH2:6] |f:1.2|. Procedure details: 9.3 g of the compound (2), 4.0 g of potassium hydroxide and 1 ml of water were dissolved in methanol, and reflux was carried out for one hour. After addition of 50 ml of water, reflux was further carried out for three hours. The reaction mixture was adjusted to pH 2 by adding diluted hydrochloric acid. The precipitate was collected by filtration and was then washed with water, to obtain 8.1 g of the objective compound (3). (Yield: 90%)